From a dataset of the Open Reaction Database (ORD), a public repository of structured organic reaction records. describe an organic reaction: reactants, conditions, products, and yield Starting materials: [OH-].[Na+] (NaOH), O (water), COC(\C=C\C1=C(C=C(C=C1)Cl)NC(=O)OC(C)(C)C)=O ((E)-3-(2-tert-Butoxycarbonylamino-4chlorophenyl)-acrylic acid methyl ester). Run in CO (MeOH). Conditions: temperature 50 celsius, time 1 hour. Yields the product C(C)(C)(C)OC(=O)NC1=C(C=CC(=C1)Cl)/C=C/C(=O)O ((E)-3-(2-tert-Butoxycarbonylamino-4-chlorophenyl)-acrylic acid). The yield is 86.8%. As a reaction SMILES: C[O:2][C:3](=[O:21])/[CH:4]=[CH:5]/[C:6]1[CH:11]=[CH:10][C:9]([Cl:12])=[CH:8][C:7]=1[NH:13][C:14]([O:16][C:17]([CH3:20])([CH3:19])[CH3:18])=[O:15].[OH-].[Na+].O>CO>[C:17]([O:16][C:14]([NH:13][C:7]1[CH:8]=[C:9]([Cl:12])[CH:10]=[CH:11][C:6]=1/[CH:5]=[CH:4]/[C:3]([OH:21])=[O:2])=[O:15])([CH3:20])([CH3:18])[CH3:19] |f:1.2|. Reported procedure: (E)-3-(2-tert-Butoxycarbonylamino-4chlorophenyl)-acrylic acid methyl ester (4.6 g, 14.7 mmol) was dissolved in MeOH (300 ml), 2N NaOH (11 ml, 22 mmol) and water (147 ml) added and stirred at 50° C. for 1 hour. The clear reaction mixture was concentrated to ˜150 ml, acidified to pH 3 and extracted twice with TBME. The combined organic phases were dried over Na2SO4 and evaporated to dryness to yield the title acid as colorless crystals (3.8 g, 87%).